Dataset: the Open Reaction Database (ORD), a public repository of structured organic reaction records. Task: describe an organic reaction: reactants, conditions, products, and yield Starting materials: C(C)(=O)O[C@H]1[C@@](O[C@@]([C@H]1OCC1=CC=CC2=CC=CC=C12)(COC(C)(C)C)COC(C)=O)(N1C(=O)NC(=O)C=C1)[SiH](C1=CC=CC=C1)C1=CC=CC=C1 (2′-O-acetyl-4′-C-acetoxymethyl-5′-O-tertbutyldiphenylsilyl-3′-O-naphthylmethyluridine), C(C)(C)(C)N (tertbutylamine). The solvent is CO (methanol). Reaction conditions: time 24 hour. Product: C(C)(C)(C)OC[C@@]1([C@H]([C@H]([C@@](O1)(N1C(=O)NC(=O)C=C1)[SiH](C1=CC=CC=C1)C1=CC=CC=C1)O)OCC1=CC=CC2=CC=CC=C12)CO (5′-O-tertbutyldiphenylsilyl-4′-C-hydroxymethyl-3′-O-naphthylmethyluridine). The yield is 99.6%. Reaction SMILES: C([O:4][C@@H:5]1[C@H:9]([O:10][CH2:11][C:12]2[C:21]3[C:16](=[CH:17][CH:18]=[CH:19][CH:20]=3)[CH:15]=[CH:14][CH:13]=2)[C@@:8]([CH2:28][O:29]C(=O)C)([CH2:22][O:23][C:24]([CH3:27])([CH3:26])[CH3:25])[O:7][C@@:6]1([SiH:41]([C:48]1[CH:53]=[CH:52][CH:51]=[CH:50][CH:49]=1)[C:42]1[CH:47]=[CH:46][CH:45]=[CH:44][CH:43]=1)[N:33]1[CH:40]=[CH:39][C:37](=[O:38])[NH:36][C:34]1=[O:35])(=O)C.C(N)(C)(C)C>CO>[C:24]([O:23][CH2:22][C@@:8]1([CH2:28][OH:29])[O:7][C@@:6]([SiH:41]([C:42]2[CH:47]=[CH:46][CH:45]=[CH:44][CH:43]=2)[C:48]2[CH:49]=[CH:50][CH:51]=[CH:52][CH:53]=2)([N:33]2[CH:40]=[CH:39][C:37](=[O:38])[NH:36][C:34]2=[O:35])[C@H:5]([OH:4])[C@@H:9]1[O:10][CH2:11][C:12]1[C:21]2[C:16](=[CH:17][CH:18]=[CH:19][CH:20]=2)[CH:15]=[CH:14][CH:13]=1)([CH3:27])([CH3:26])[CH3:25]. Procedure details: To a solution of Compound 45 (34.9 g, 47.08 mmol) in anhydrous methanol (250 mL) was added tertbutylamine (26.3 mL, 250 mmol). After stirring at room temperature for 24 hours, the mixture was concentrated in vacuo, redissolved in EtOAc (0.8 L), washed with saturated aqueous NaHCO3, dried over anhydrous Na2SO4, filtered, evaporated and dried under high vacuum to yield Compound 46 (30.6 g, 99%) as a pale yellow foam. The reactants are Brc1ccccc1SCCOC1CCCCO1, O=C([O-])O, COCCOC, COC(=O)c1ccc2c(C3CCCCC3)c(B3OC(C)(C)C(C)(C)O3)[nH]c2c1, [Na+], O, c1ccc(P(c2ccccc2)(c2ccccc2)[Pd](P(c2ccccc2)(c2ccccc2)c2ccccc2)(P(c2ccccc2)(c2ccccc2)c2ccccc2)P(c2ccccc2)(c2ccccc2)c2ccccc2)cc1. Yields the product COC(=O)c1ccc2c(C3CCCCC3)c(-c3ccccc3SCCOC3CCCCO3)[nH]c2c1. As a reaction SMILES: [Br:1][c:2]1[c:3]([S:8][CH2:9][CH2:10][O:11][CH:12]2[O:13][CH2:14][CH2:15][CH2:16][CH2:17]2)[cH:4][cH:5][cH:6][cH:7]1.[C:18](=[O:19])([O-:20])[OH:21].[CH3:51][O:52][CH2:53][CH2:54][O:55][CH3:56].[CH:23]1([c:29]2[c:30]([B:42]3[O:43][C:44]([CH3:45])([CH3:46])[C:47]([CH3:48])([CH3:49])[O:50]3)[nH:31][c:32]3[cH:33][c:34]([C:38](=[O:39])[O:40][CH3:41])[cH:35][cH:36][c:37]23)[CH2:24][CH2:25][CH2:26][CH2:27][CH2:28]1.[Na+:22].[OH2:57].[cH:58]1[cH:59][cH:60][c:61]([P:62]([Pd:63]([P:64]([c:65]2[cH:66][cH:67][cH:68][cH:69][cH:70]2)([c:71]2[cH:72][cH:73][cH:74][cH:75][cH:76]2)[c:77]2[cH:78][cH:79][cH:80][cH:81][cH:82]2)([P:83]([c:84]2[cH:85][cH:86][cH:87][cH:88][cH:89]2)([c:90]2[cH:91][cH:92][cH:93][cH:94][cH:95]2)[c:96]2[cH:97][cH:98][cH:99][cH:100][cH:101]2)[P:102]([c:103]2[cH:104][cH:105][cH:106][cH:107][cH:108]2)([c:109]2[cH:110][cH:111][cH:112][cH:113][cH:114]2)[c:115]2[cH:116][cH:117][cH:118][cH:119][cH:120]2)([c:121]2[cH:122][cH:123][cH:124][cH:125][cH:126]2)[c:127]2[cH:128][cH:129][cH:130][cH:131][cH:132]2)[cH:133][cH:134]1>>[c:2]1(-[c:30]2[c:29]([CH:23]3[CH2:24][CH2:25][CH2:26][CH2:27][CH2:28]3)[c:37]3[c:32]([nH:31]2)[cH:33][c:34]([C:38](=[O:39])[O:40][CH3:41])[cH:35][cH:36]3)[c:3]([S:8][CH2:9][CH2:10][O:11][CH:12]2[O:13][CH2:14][CH2:15][CH2:16][CH2:17]2)[cH:4][cH:5][cH:6][cH:7]1. Reactants: CC(=O)OC(C)(C)C, CC(C)=CCCC(C)=CCO, CC=CC=O. Yields the product CC(C)=CCCC(C)=CCCC=CC=O. As a reaction SMILES: [C:17]([O:18][C:19]([CH3:20])([CH3:21])[CH3:22])(=[O:23])[CH3:24].[CH3:1][C:2]([CH3:3])=[CH:4][CH2:5][CH2:6][C:7]([CH3:8])=[CH:9][CH2:10][OH:11].[CH:12]([CH:13]=[CH:14][CH3:15])=[O:16]>>[CH3:1][C:2]([CH3:3])=[CH:4][CH2:5][CH2:6][C:7]([CH3:8])=[CH:9][CH2:10][CH2:15][CH:14]=[CH:13][CH:12]=[O:16].